Dataset: the Open Reaction Database (ORD), a public repository of structured organic reaction records. Task: describe an organic reaction: reactants, conditions, products, and yield The product is COC=1C=C(C=CC1)OC1OCCCC1 (tetrahydropyran-2-yl 3-methoxyphenyl ether). Reaction SMILES: [CH3:1][O:2][C:3]1[CH:4]=[C:5]([OH:9])[CH:6]=[CH:7][CH:8]=1.[OH2:10].[C:11]1(C)C=[CH:15][C:14](S(O)(=O)=O)=[CH:13][CH:12]=1>O1C=CCCC1.C(OCC)C>[CH3:1][O:2][C:3]1[CH:4]=[C:5]([O:9][CH:15]2[CH2:14][CH2:13][CH2:12][CH2:11][O:10]2)[CH:6]=[CH:7][CH:8]=1 |f:1.2|. Run at time 1 hour. Reported procedure: A solution of 22 gm (177.4 mMol) 3-methoxyphenol in 30 mL dihydropyran was added dropwise to a solution of 100 mg (0.525 mmol) p-toluenesulfonic acid monohydrate in 10 mL dihydropyran while cooling in an ice/water bath. After stirring for 1 hour the reaction mixture was diluted with 300 mL diethyl ether and then washed sequentially with 100 mL 0.1 N sodium hydroxide and 100 mL saturated aqueous sodium chloride. The remaining organic phase was dried over magnesium sulfate and concentrated under r... Solvent: O1CCCC=C1 (dihydropyran), O1CCCC=C1 (dihydropyran), C(C)OCC (diethyl ether). Starting materials: COC=1C=C(C=CC1)O (3-methoxyphenol), O.C1(=CC=C(C=C1)S(=O)(=O)O)C (p-toluenesulfonic acid monohydrate). Isolated yield 24786.6%. The reactants are C1(=CC=CC=C1)C (toluene), Cl.Cl.COC1=CC=C(C=C1)CNNCC1=CC=C(C=C1)OC (1,2-bis(4- methoxyphenylmethyl)hydrazine dihydrochloride), O1CCN(CC1)CC(CN1CCOCC1)[N+](=O)[O-] (1,3- dimorpholino-2-nitropropane). The solvent is CO (methanol). Product: COC1=CC=C(C=C1)CN1N(CC(C1)[N+](=O)[O-])CC1=CC=C(C=C1)OC (1,2-bis (4-methoxyphenylmethyl)-4-nitropyrazolidine). Yield: 85.9%. As a reaction SMILES: C1(C)C=CC=CC=1.Cl.Cl.[CH3:10][O:11][C:12]1[CH:17]=[CH:16][C:15]([CH2:18][NH:19][NH:20][CH2:21][C:22]2[CH:27]=[CH:26][C:25]([O:28][CH3:29])=[CH:24][CH:23]=2)=[CH:14][CH:13]=1.O1CCN([CH2:36][CH:37]([N+:45]([O-:47])=[O:46])[CH2:38]N2CCOCC2)CC1>CO>[CH3:29][O:28][C:25]1[CH:24]=[CH:23][C:22]([CH2:21][N:20]2[CH2:38][CH:37]([N+:45]([O-:47])=[O:46])[CH2:36][N:19]2[CH2:18][C:15]2[CH:14]=[CH:13][C:12]([O:11][CH3:10])=[CH:17][CH:16]=2)=[CH:27][CH:26]=1 |f:1.2.3|. Reported procedure: To a mixed solution of toluene (8 ml) and methanol (12 ml) were added 1,2-bis(4- methoxyphenylmethyl)hydrazine dihydrochloride (0.99 g) and 1,3- dimorpholino-2-nitropropane (0.75 g). The mixture was refluxed with heating for 3 hours. The reaction solution was concentrated under a vacuum, purified by silica gel column chromatography (n-hexane:ethyl acetate=3:1), thereby yielding 0.88 g (86%) of 1,2-bis (4-methoxyphenylmethyl)-4-nitropyrazolidine. The reactants are CCCCS, CCC1CCCC(=CO)C1=O, O, Cc1ccc(S(=O)(=O)O)cc1, c1ccccc1. Product: CCCCSC=C1CCCC(CC)C1=O. Reaction SMILES: [CH2:12]([CH2:13][CH2:14][CH3:15])[SH:16].[CH2:1]([CH3:2])[CH:3]1[C:4](=[O:11])[C:5](=[CH:9][OH:10])[CH2:6][CH2:7][CH2:8]1.[OH2:28].[c:17]1([CH3:18])[cH:19][cH:20][c:21]([S:22]([OH:23])(=[O:24])=[O:25])[cH:26][cH:27]1.[cH:29]1[cH:30][cH:31][cH:32][cH:33][cH:34]1>>[CH2:1]([CH3:2])[CH:3]1[C:4](=[O:11])[C:5](=[CH:9][S:16][CH2:12][CH2:13][CH2:14][CH3:15])[CH2:6][CH2:7][CH2:8]1. Starting materials: OC1=C2CCCC(C2=CC=C1)=O (5-hydroxy-1-oxotetraline), [OH-].[K+] (potassium hydroxide), ClCCCN1CCN(CC1)C1=CC=C(C=C1)C (1-(3-chloropropyl)-4-(4-methylphenyl)-piperazine). The solvent is C(C)(C)O (isopropanol), C(C)(C)O (isopropanol). Yields the product Cl.CC1=CC=C(C=C1)N1CCN(CC1)CCCOC1=C2CCCC(C2=CC=C1)=O (5-{3-[4-(4-methylphenyl)-1-piperazinyl]-propoxy}-3,4-dihydro-2H-naphthalene-1-one hydrochloride). Isolated yield 93.5%. As a reaction SMILES: [OH:1][C:2]1[CH:11]=[CH:10][CH:9]=[C:8]2[C:3]=1[CH2:4][CH2:5][CH2:6][C:7]2=[O:12].[OH-].[K+].[Cl:15][CH2:16][CH2:17][CH2:18][N:19]1[CH2:24][CH2:23][N:22]([C:25]2[CH:30]=[CH:29][C:28]([CH3:31])=[CH:27][CH:26]=2)[CH2:21][CH2:20]1>C(O)(C)C>[ClH:15].[CH3:31][C:28]1[CH:27]=[CH:26][C:25]([N:22]2[CH2:21][CH2:20][N:19]([CH2:18][CH2:17][CH2:16][O:1][C:2]3[CH:11]=[CH:10][CH:9]=[C:8]4[C:3]=3[CH2:4][CH2:5][CH2:6][C:7]4=[O:12])[CH2:24][CH2:23]2)=[CH:30][CH:29]=1 |f:1.2,5.6|. Procedure: A solution of 8.1 g (0.05 mol) 5-hydroxy-1-oxotetraline and 3.09 g (0.055 mol) potassium hydroxide in 260 ml isopropanol was boiled under reflux for fifteen minutes. Thereafter, a solution of 13.9 g (0.055 mol) 1-(3-chloropropyl)-4-(4-methylphenyl)-piperazine in 50 ml isopropanol was added thereto and the reaction mixture further heated under reflux for six hours. During this time, a weak current of nitrogen was passed through the apparatus. After cooling and filtering off with suction the preci... Reactants: BrC1=NC=C(N=C1)C(=C)C (2-bromo-5-(prop-1-en-2-yl)pyrazine), O (water), product, solution, CC(C)([O-])C.[K+] (potassium tert-butoxide), O1CCCC1 (tetrahydrofuran), O1CCCC1 (tetrahydrofuran). Reaction conditions: time 20 minute. The product is C=C(C)C=1N=CC(=NC1)O[C@@H]1C[C@@H]2N(CCN(C2)C(=O)OC(C)(C)C)C1 (tert-butyl (7R,8aS)-7-{[5-(prop-1-en-2-yl)pyrazin-2-yl]oxy}hexahydropyrrolo[1,2-a]pyrazine-2(1H)-carboxylate). As a reaction SMILES: [CH3:1][C:2]([CH3:5])([O-:4])[CH3:3].[K+].Br[C:8]1[CH:13]=[N:12][C:11]([C:14]([CH3:16])=[CH2:15])=[CH:10][N:9]=1.[OH2:17].[O:18]1[CH2:22][CH2:21][CH2:20][CH2:19]1>>[CH2:15]=[C:14]([C:11]1[N:12]=[CH:13][C:8]([O:18][C@H:22]2[CH2:10][N:9]3[CH2:8][CH2:13][N:12]([C:11]([O:4][C:2]([CH3:5])([CH3:3])[CH3:1])=[O:17])[CH2:19][C@@H:20]3[CH2:21]2)=[N:9][CH:10]=1)[CH3:16] |f:0.1|. Procedure details: To a solution of the product from Example 202A (0.88 g, 3.63 mmol)) in anhydrous tetrahydrofuran (20 mL) was added a 1.0 M solution of potassium tert-butoxide in tetrahydrofuran (4.36 mL, 4.36 mmol). The resulting mixture was stirred at room temperature for 20 minutes, and then 2-bromo-5-(prop-1-en-2-yl)pyrazine (0.867 g, 4.36 mmol) was added. The resulting dark mixture was stirred at room temperature for 16 hours, and the mixture was then poured into water (50 mL) and extracted with ethyl aceta...